describe an organic reaction: reactants, conditions, products, and yield From a dataset of the Open Reaction Database (ORD), a public repository of structured organic reaction records. Starting materials: C(=O)NC1CCN(CC1)CC1=CC=CC=C1 (4-formamido-1-benzylpiperidine), C([O-])([O-])=O.[K+].[K+] (potassium carbonate), ClC1=NC(=CC=C1)OCC(F)(F)F (2-chloro-6-(2,2,2-trifluoroethoxy)pyridine), C(=O)NC1CCNCC1 (4-formamidopiperidine). The reagents and catalysts are [Pd] (palladium on charcoal), [Cu] (copper). Solvent: S1(=O)(=O)CCCC1 (sulfolane). Conditions: temperature 100 celsius, time 50 hour. Product: C(C)(=O)NC1CCN(CC1)C1=NC(=CC=C1)OCC(F)(F)F (4-acetamido-1-[6-(2,2,2-trifluoro)ethoxy-2-pyridyl] piperidine). RXN SMILES: Cl[C:2]1[CH:7]=[CH:6][CH:5]=[C:4]([O:8][CH2:9][C:10]([F:13])([F:12])[F:11])[N:3]=1.[CH:14]([NH:16][CH:17]1[CH2:22][CH2:21][NH:20][CH2:19][CH2:18]1)=[O:15].[CH:23](NC1CCN(CC2C=CC=CC=2)CC1)=O.C(=O)([O-])[O-].[K+].[K+]>[Pd].S1(CCCC1)(=O)=O.[Cu]>[C:14]([NH:16][CH:17]1[CH2:22][CH2:21][N:20]([C:2]2[CH:7]=[CH:6][CH:5]=[C:4]([O:8][CH2:9][C:10]([F:13])([F:12])[F:11])[N:3]=2)[CH2:19][CH2:18]1)(=[O:15])[CH3:23] |f:3.4.5|. Reported procedure: A mixture of 19 g of 2-chloro-6-(2,2,2-trifluoroethoxy)pyridine (b.p. 80° C./16 mm Hg, prepared by reaction of 2,6-dichloropyridine with 2,2,2-trifluoroethanolate of sodium), 14.87 g of 4-formamidopiperidine (m.p. 116° to 118° C., prepared by hydrogenation of 4-formamido-1-benzylpiperidine in the presence of palladium on charcoal), 17.27 g of anhydrous potassium carbonate, 5.67 g of copper in powder form in 110 ml of sulfolane is heated to 100° C. with stirring for 50 hours, then the sulfolane i... Yields the product COc1nc(N2CCOCC2)cc(Cl)c1N. Starting materials: COc1nc(N2CCOCC2)cc(Cl)c1[N+](=O)[O-], Cl. Reaction SMILES: [Cl:1][c:2]1[cH:3][c:4]([N:13]2[CH2:14][CH2:15][O:16][CH2:17][CH2:18]2)[n:5][c:6]([O:11][CH3:12])[c:7]1[N+:8]([O-:9])=[O:10].[ClH:19]>>[Cl:1][c:2]1[cH:3][c:4]([N:13]2[CH2:14][CH2:15][O:16][CH2:17][CH2:18]2)[n:5][c:6]([O:11][CH3:12])[c:7]1[NH2:8].